This data is from the Open Reaction Database (ORD), a public repository of structured organic reaction records. The task is: describe an organic reaction: reactants, conditions, products, and yield Reactants: C[Si](C)(C)C(C(N)=O)[Si](C)(C)C, O=C1CCC(=O)N1I, CN(C)C=O, O, Oc1nc[nH]c2nccc1-2. Product: Oc1nc[nH]c2ncc(I)c1-2. RXN SMILES: [CH3:11][Si:12]([CH:13]([Si:14]([CH3:15])([CH3:16])[CH3:17])[C:18]([NH2:19])=[O:20])([CH3:21])[CH3:22].[I:23][N:24]1[C:25](=[O:26])[CH2:27][CH2:28][C:29]1=[O:30].[O:32]=[CH:33][N:34]([CH3:35])[CH3:36].[OH2:31].[OH:1][c:2]1[c:3]2[cH:10][cH:9][n:8][c:4]-2[nH:5][cH:6][n:7]1>>[OH:1][c:2]1[c:3]2[c:10]([I:23])[cH:9][n:8][c:4]-2[nH:5][cH:6][n:7]1. The reactants are ice, BrC=1C=C(C=CC1)CC(C#N)(C)C (3-(3-bromophenyl)-2,2-dimethylpropanenitrile), B.C1CCOC1 (BH3-THF), solution. Solvent: C1CCOC1 (THF), C1CCOC1 (THF). Run at time 19 hour. Product: BrC=1C=C(C=CC1)CC(CN)(C)C (3-(3-bromophenyl)-2,2-dimethylpropan-1-amine). The yield is 75.4%. Reaction SMILES: [Br:1][C:2]1[CH:3]=[C:4]([CH2:8][C:9]([CH3:13])([CH3:12])[C:10]#[N:11])[CH:5]=[CH:6][CH:7]=1.B.C1COCC1>C1COCC1>[Br:1][C:2]1[CH:3]=[C:4]([CH2:8][C:9]([CH3:13])([CH3:12])[CH2:10][NH2:11])[CH:5]=[CH:6][CH:7]=1 |f:1.2|. Procedure: To an ice-cold mixture of crude 3-(3-bromophenyl)-2,2-dimethylpropanenitrile (28) (3.0 g, 12.6 mmol) in anhydrous THF (20 mL) was added BH3-THF (20 mL of a 1M solution in THF, 20 mmol) slowly. The reaction was allowed to warm slowly and stirred for 19 h. The reaction was quenched with the dropwise addition of 6 M HCl then stirred for 1.5 h. Volatiles were removed under reduced pressure. The aqueous layer was extracted with diethyl ether twice then EtOAc was added and the mixture was made basic w... The solvent is C1CCOC1 (THF), C1CCOC1 (THF). Procedure: LDA (2N solution in heptane/tetrahydrofuran/ethylbenzene, 6 mL, and 12 mmol) was added dropwise to a stirred solution of 2-fluoro-4-iodoaniline (2.085 g, 8.8 mmol) in THF (14 mL) at −78° C. After 10 minutes, a solution of example 6c (0.9 g, 3.57 mmol) in THF (30 mL) was then added at −78° C. The reaction mixture was allowed to warm to room temperature and stirred for 13 h. The solution was cooled to 0° C., quenched with 1N HCl (100 mL), extracted with EtOAc and dried (MgSO4). Purification by sil... Yield: 20.3%. Run at time 10 minute. Starting materials: [Li+].CC(C)[N-]C(C)C (LDA), FC1=C(N)C=CC(=C1)I (2-fluoro-4-iodoaniline), C1(CC1)N1C(=C(C(C2=C(C=C(C=C12)F)F)=O)O)C (1-Cyclopropyl-5,7-difluoro-3-hydroxy-2-methyl-1H-quinolin-4-one). The product is C1(CC1)N1C(=C(C(C2=C(C=C(C=C12)F)NC1=C(C=C(C=C1)I)F)=O)O)C (1-Cyclopropyl-7-fluoro-5-(2-fluoro-4-iodo-phenylamino)-3-hydroxy-2-methyl-1H-quinolin-4-one). Reaction SMILES: [Li+].CC([N-]C(C)C)C.[F:9][C:10]1[CH:16]=[C:15]([I:17])[CH:14]=[CH:13][C:11]=1[NH2:12].[CH:18]1([N:21]2[C:30]3[C:25](=[C:26](F)[CH:27]=[C:28]([F:31])[CH:29]=3)[C:24](=[O:33])[C:23]([OH:34])=[C:22]2[CH3:35])[CH2:20][CH2:19]1>C1COCC1>[CH:18]1([N:21]2[C:30]3[C:25](=[C:26]([NH:12][C:11]4[CH:13]=[CH:14][C:15]([I:17])=[CH:16][C:10]=4[F:9])[CH:27]=[C:28]([F:31])[CH:29]=3)[C:24](=[O:33])[C:23]([OH:34])=[C:22]2[CH3:35])[CH2:20][CH2:19]1 |f:0.1|. The reactants are ClC1=CC=C(COC(=O)C=2C(C(=C(NC2C)C)C(=O)OC)C2=CC(=CC=C2)[N+](=O)[O-])C=C1 (2,6-dimethyl-3-methoxycarbonyl-4-(3'-nitrophenyl)-1,4-dihydropyridine-5-carboxylic acid 4-chlorobenzyl ester). The solvent is C(C)O (ethanol), C(C)O (ethanol). Yields the product 3'-nitrobenzylideneacetoacetic acid methyl ester, ClC1=CC=C(COC(\C=C(\C)/N)=O)C=C1 (β-aminocrotonic acid 4-chlorobenzyl ester). Yield: 72.0%. As a reaction SMILES: [Cl:1][C:2]1[CH:32]=[CH:31][C:5]([CH2:6][O:7][C:8]([C:10]2C(C3C=CC=C([N+]([O-])=O)C=3)C(C(OC)=O)=C(C)[NH:14][C:15]=2[CH3:16])=[O:9])=[CH:4][CH:3]=1>C(O)C>[Cl:1][C:2]1[CH:32]=[CH:31][C:5]([CH2:6][O:7][C:8](=[O:9])/[CH:10]=[C:15](\[NH2:14])/[CH3:16])=[CH:4][CH:3]=1. Reported procedure: Analogously to Example 1 heating a solution of 75 mmols of 3'-nitrobenzylideneacetoacetic acid methyl ester and 75 mmols of β-aminocrotonic acid 4-chlorobenzyl ester in 120 ml of ethanol gave 2,6-dimethyl-3-methoxycarbonyl-4-(3'-nitrophenyl)-1,4-dihydropyridine-5-carboxylic acid 4-chlorobenzyl ester of melting point 169° C (from ethanol). Reactants: CC(=O)OCCC1Cc2ccc3[nH]ncc3c2CN(CC(C)(C)C)C1=O, O=C([O-])[O-], CO, [K+], [K+]. Product: CC(C)(C)CN1Cc2c(ccc3[nH]ncc23)CC(CCO)C1=O. RXN SMILES: [C:1](=[O:2])([CH3:3])[O:4][CH2:5][CH2:6][CH:7]1[CH2:8][c:9]2[c:10]([c:11]3[cH:12][n:13][nH:14][c:15]3[cH:16][cH:17]2)[CH2:18][N:19]([CH2:22][C:23]([CH3:24])([CH3:25])[CH3:26])[C:20]1=[O:21].[C:27](=[O:28])([O-:29])[O-:30].[CH3:33][OH:34].[K+:31].[K+:32]>>[OH:4][CH2:5][CH2:6][CH:7]1[CH2:8][c:9]2[c:10]([c:11]3[cH:12][n:13][nH:14][c:15]3[cH:16][cH:17]2)[CH2:18][N:19]([CH2:22][C:23]([CH3:24])([CH3:25])[CH3:26])[C:20]1=[O:21].